This data is from the Open Reaction Database (ORD), a public repository of structured organic reaction records. The task is: describe an organic reaction: reactants, conditions, products, and yield The reactants are COC=1C=C2CCNCC2=CC1 (6-methoxy-1,2,3,4-tetrahydroisoquinoline), C1(=CC=CC=C1)C1=CC=C(C(=O)NCCCC=O)C=C1 (4-(4-phenylbenzoylamino)butyraldehyde), C(C)(=O)O[BH-](OC(C)=O)OC(C)=O.[Na+] (sodium triacetoxyborohydride). The solvent is ClCCl (dichloromethane). Run at temperature 20 celsius, time 18 hour. Yields the product dichloromethane-ether, COC=1C=C2CCN(CC2=CC1)CCCCNC(C1=CC=C(C=C1)C1=CC=CC=C1)=O (6-Methoxy-2-(4-(4-phenylbenzoylamino)butyl)-1,2,3,4-tetrahydroisoquinoline). Yield: 31.1%. As a reaction SMILES: [CH3:1][O:2][C:3]1[CH:4]=[C:5]2[C:10](=[CH:11][CH:12]=1)[CH2:9][NH:8][CH2:7][CH2:6]2.[C:13]1([C:19]2[CH:32]=[CH:31][C:22]([C:23]([NH:25][CH2:26][CH2:27][CH2:28][CH:29]=O)=[O:24])=[CH:21][CH:20]=2)[CH:18]=[CH:17][CH:16]=[CH:15][CH:14]=1.C(O[BH-](OC(=O)C)OC(=O)C)(=O)C.[Na+]>ClCCl>[CH3:1][O:2][C:3]1[CH:4]=[C:5]2[C:10](=[CH:11][CH:12]=1)[CH2:9][N:8]([CH2:29][CH2:28][CH2:27][CH2:26][NH:25][C:23](=[O:24])[C:22]1[CH:31]=[CH:32][C:19]([C:13]3[CH:18]=[CH:17][CH:16]=[CH:15][CH:14]=3)=[CH:20][CH:21]=1)[CH2:7][CH2:6]2 |f:2.3|. Procedure: A mixture of 6-methoxy-1,2,3,4-tetrahydroisoquinoline (1.00 g, 6.2 mmol), 4-(4-phenylbenzoylamino)butyraldehyde (1.64 g, 6.2 mmol), sodium triacetoxyborohydride (1.94 g, 9.2 mmol) and dichloromethane (50 ml) was stirred at 20° C. for 18 h. Resulting solution was partitioned between saturated aqueous NAHCO3 (50 ml) and dichloromethane (3×50 ml). Combined organic extracts were dried (Na2SO4) and evaporated in vacuo to give a solid. Trituration with 1:1 dichloromethane-ether gave the title compound...